From a dataset of the Open Reaction Database (ORD), a public repository of structured organic reaction records. describe an organic reaction: reactants, conditions, products, and yield Reactants: BrC=1C=C2C=CNC2=CC1 (5-bromoindole), S1C=C(C=C1)B(O)O (thiophene-3-boronic acid). The product is S1C=C(C=C1)C=1C=C2C=CNC2=CC1 (5-(3-Thienyl) indole). RXN SMILES: Br[C:2]1[CH:3]=[C:4]2[C:8](=[CH:9][CH:10]=1)[NH:7][CH:6]=[CH:5]2.[S:11]1[CH:15]=[CH:14][C:13](B(O)O)=[CH:12]1>>[S:11]1[CH:15]=[CH:14][C:13]([C:2]2[CH:3]=[C:4]3[C:8](=[CH:9][CH:10]=2)[NH:7][CH:6]=[CH:5]3)=[CH:12]1. Procedure details: The title compound was prepared as in (D29) from 5-bromoindole and thiophene-3-boronic acid to give (D40) (1.1 g, 100%). Reactants: N(=O)[NH-] (N-nitrosoamide), [BH4-].[Na+] (NaBH4), ClC=1C(=C(C(=O)NC)C=CN1)Cl (2,3-Dichloro-N-methyl-isonicotinamide). The reagents and catalysts are C(=O)(C(F)(F)F)O (TFA), C(=O)(C(F)(F)F)O (TFA), C(=O)(C(F)(F)F)O (TFA), C(=O)(C(F)(F)F)O (TFA). Solvent: C1CCOC1 (THF), C(Cl)Cl (DCM). Reaction conditions: time 16 hour. Product: ClC1=NC=CC(=C1Cl)CO ((2,3-Dichloro-pyridin-4-yl)-methanol). Reaction SMILES: [Cl:1][C:2]1[C:3]([Cl:12])=[C:4]([CH:9]=[CH:10][N:11]=1)[C:5](NC)=[O:6].N([NH-])=O.[BH4-].[Na+]>C(Cl)Cl.C(O)(C(F)(F)F)=O.C1COCC1>[Cl:1][C:2]1[C:3]([Cl:12])=[C:4]([CH2:5][OH:6])[CH:9]=[CH:10][N:11]=1 |f:2.3|. Reported procedure: 2,3-Dichloro-N-methyl-isonicotinamide (0.353 g, 1.72 mmol) was stirred in 6 mL DCM (not quite homogeneous). tBuONO (0.412 mL, 3.44 mmol) was added followed by the addition of two drops of TFA. After 3 h an additional 0.600 ML tBuONO (5.00 mmol) and three drops TFA were added. The resulting solution was stirred an additional 16 h. An additional 0.400 mL tBuONO (3.34 mmol) and 2 drops TFA were added. After an additional 4.5 h an 0.600 mL tBuONO (5.00 mmol) and 3 drops TFA were added. The reaction ... Starting materials: COC1=CC=C2C(CCOC2=C1)(C)C (7-methoxy-4,4-dimethylchromane), B(Br)(Br)Br (boron tribromide). Run in C(Cl)Cl (methylene chloride), C(Cl)Cl (methylene chloride). Conditions: temperature 0 celsius, time 1 hour. The product is CC1(CCOC2=CC(=CC=C12)O)C (4,4-Dimethylchroman-7-ol). The yield is 75.2%. Reaction SMILES: C[O:2][C:3]1[CH:12]=[C:11]2[C:6]([C:7]([CH3:14])([CH3:13])[CH2:8][CH2:9][O:10]2)=[CH:5][CH:4]=1.B(Br)(Br)Br>C(Cl)Cl>[CH3:13][C:7]1([CH3:14])[C:6]2[C:11](=[CH:12][C:3]([OH:2])=[CH:4][CH:5]=2)[O:10][CH2:9][CH2:8]1. Procedure details: To a methylene chloride (3 ml) solution of 7-methoxy-4,4-dimethylchromane (1.9 g, 9.7 mmol) was added methylene chloride solution of boron tribromide (1M, 19.4 mL, 19.4 mmol) at 0° C. The mixture was stirred at 0° C. for 1 hour. The reaction mixture was then quenched with methanol and then the solvent was removed under reduced pressure to give a residue, which was applied to a silica gel chromatography column and eluted with ethyl acetate/hexane=¼ to furnish 1.3 g (75% yield) of the title compou...